From a dataset of the Open Reaction Database (ORD), a public repository of structured organic reaction records. describe an organic reaction: reactants, conditions, products, and yield Starting materials: [H][H] (hydrogen), C(C)OC(=O)C1(CC1)C1=CC(N(C1)[C@@H](C)C1=CC=CC=C1)=O (4-(1-ethoxycarbonylcyclopropyl)-1-[(S)-1-phenylethyl]-3-pyrrolin-2-one). The reagents and catalysts are [Pt]=O (platinum oxide). Solvent: CO (methanol). Product: C(C)OC(=O)C1(CC1)C1CC(N(C1)[C@@H](C)C1=CC=CC=C1)=O (4-(1-Ethoxycarbonylcyclopropyl)-1-[(S)-1-phenylethyl1-2-pyrrolidone). Isolated yield 99.0%. Reaction SMILES: [CH2:1]([O:3][C:4]([C:6]1([C:9]2[CH2:13][N:12]([C@H:14]([C:16]3[CH:21]=[CH:20][CH:19]=[CH:18][CH:17]=3)[CH3:15])[C:11](=[O:22])[CH:10]=2)[CH2:8][CH2:7]1)=[O:5])[CH3:2].[H][H]>[Pt]=O.CO>[CH2:1]([O:3][C:4]([C:6]1([CH:9]2[CH2:13][N:12]([C@H:14]([C:16]3[CH:17]=[CH:18][CH:19]=[CH:20][CH:21]=3)[CH3:15])[C:11](=[O:22])[CH2:10]2)[CH2:7][CH2:8]1)=[O:5])[CH3:2]. Procedure: A 13.1 g (43.8 mmol) portion of 4-(1-ethoxycarbonylcyclopropyl)-1-[(S)-1-phenylethyl]-3-pyrrolin-2-one was dissolved 300 ml of methanol, mixed with 400 mg of platinum oxide and then stirred in an atmosphere of hydrogen for 18 hours. After completion of the reaction, the reaction solution was filtered and concentrated to yield 13.0 g (99 %) of the titled compound as an oily substance. Starting materials: C1=CC=C(C=C1)C2=CC=CC=C2.C1=CC=C(C=C1)OC2=CC=CC=C2 (Dowtherm A), CC1(OC(C(C(O1)=O)=CNC1=CSC=C1C)=O)C (2,2-dimethyl-5-((4-methylthiophen-3-ylamino)methylene)-1,3-dioxane-4,6-dione). Reaction conditions: temperature 235 celsius, time 5 minute. The product is CC1=CSC=2C1=NC=CC2O (3-methylthieno[3,2-b]pyridin-7-ol). Yield: 101.9%. As a reaction SMILES: C1C=CC(C2C=CC=CC=2)=CC=1.C1C=CC(OC2C=CC=CC=2)=CC=1.CC1(C)O[C:31](=[O:33])[C:30](=[CH:34][NH:35][C:36]2[C:40]([CH3:41])=[CH:39][S:38][CH:37]=2)C(=O)O1>>[CH3:41][C:40]1[C:36]2=[N:35][CH:34]=[CH:30][C:31]([OH:33])=[C:37]2[S:38][CH:39]=1 |f:0.1|. Procedure: A solution of Dowtherm A (7 mL) was heated in oil bath at 235° C. under nitrogen. 2,2-dimethyl-5-((4-methylthiophen-3-ylamino)methylene)-1,3-dioxane-4,6-dione (5.0 g, 19 mmol) was added in portions over a 20 minutes period. After the last portion was added, the solution stirred at 235° C. for another 5 minutes. The solution was removed from the oil bath and allowed to cool to room temperature. Upon cooling, the product precipitated out of solution. Diethyl ether was added and the solid was filte...